Dataset: the Open Reaction Database (ORD), a public repository of structured organic reaction records. Task: describe an organic reaction: reactants, conditions, products, and yield Reactants: C(C)(=O)OC=1C=C(C=CC1OC(C)=O)C(C(=O)OCC)C (ethyl 3,4-diacetoxyphenylpropionate), C(CCC)N (n-butylamine). Conditions: temperature 150 celsius, time 2 hour. Yields the product C(CCC)NC(C(C)C1=CC(=C(C=C1)O)O)=O (N-n-butyl-3,4-dihydroxyphenylpropionamide). As a reaction SMILES: C([O:4][C:5]1[CH:6]=[C:7]([CH:15]([CH3:21])[C:16]([O:18]CC)=O)[CH:8]=[CH:9][C:10]=1[O:11]C(=O)C)(=O)C.[CH2:22]([NH2:26])[CH2:23][CH2:24][CH3:25]>>[CH2:22]([NH:26][C:16](=[O:18])[CH:15]([C:7]1[CH:8]=[CH:9][C:10]([OH:11])=[C:5]([OH:4])[CH:6]=1)[CH3:21])[CH2:23][CH2:24][CH3:25]. Procedure: A mixture of 5 g of ethyl 3,4-diacetoxyphenylpropionate and 3.5 g of n-butylamine was heated to 150° C. with stirring for 2 hours in an autoclave. After cooling, the reaction mixture was concentrated and the residue was purified by silica gel chromatography. A solvent mixture of chloroform:methanol=20:1 was used as eluent. Pure N-n-butyl-3,4-dihydroxyphenylpropionamide was obtained as colorless viscous oil. The yield was 5.45 g. The product is C1CCC(C2CO2)CC1. As a reaction SMILES: [CH2:29]([Cl:30])[Cl:31].[CH:1](=[CH2:2])[CH:3]1[CH2:4][CH2:5][CH2:6][CH2:7][CH2:8]1.[Cl:9][c:10]1[cH:11][cH:12][cH:13][c:14]([C:15]([O:16][OH:18])=[O:17])[cH:19]1.[Na+:25].[Na+:26].[Na+:28].[OH-:27].[S:20]([O-:21])([O-:22])(=[O:23])=[S:24]>>[CH:1]1([CH:3]2[CH2:4][CH2:5][CH2:6][CH2:7][CH2:8]2)[CH2:2][O:17]1. Starting materials: ClCCl, C=CC1CCCCC1, O=C(OO)c1cccc(Cl)c1, [Na+], [Na+], [Na+], [OH-], O=S([O-])([O-])=S. The reactants are C1CCOC1, CO, Cl, COC(=O)C1CC(NC(=O)Nc2ccc(C(F)(F)F)nc2)CCN1C(=O)OC(C)(C)C, [Li+], [OH-], O. RXN SMILES: [CH2:35]1[O:36][CH2:37][CH2:38][CH2:39]1.[CH3:40][OH:41].[ClH:34].[F:3][C:4]([c:5]1[cH:6][cH:7][c:8]([NH:11][C:12]([NH:13][CH:14]2[CH2:15][CH:16]([C:27](=[O:28])[O:29][CH3:30])[N:17]([C:20](=[O:21])[O:22][C:23]([CH3:24])([CH3:25])[CH3:26])[CH2:18][CH2:19]2)=[O:31])[cH:9][n:10]1)([F:32])[F:33].[Li+:2].[OH-:1].[OH2:42]>>[F:3][C:4]([c:5]1[cH:6][cH:7][c:8]([NH:11][C:12]([NH:13][CH:14]2[CH2:15][CH:16]([C:27](=[O:28])[OH:29])[N:17]([C:20](=[O:21])[O:22][C:23]([CH3:24])([CH3:25])[CH3:26])[CH2:18][CH2:19]2)=[O:31])[cH:9][n:10]1)([F:32])[F:33]. Yields the product CC(C)(C)OC(=O)N1CCC(NC(=O)Nc2ccc(C(F)(F)F)nc2)CC1C(=O)O. Reactants: COC(=O)N[C@@H](C(C)C)C(=O)O (N-methoxycarbonyl-L-Valine), N[C@@H]([C@@H](C)CC)C(=O)O (L-isoleucine). The product is COC(=O)N[C@H](C(=O)O)[C@H](CC)C ((2S,3S)-2-(methoxycarbonylamino)-3-methylpentanoic acid). RXN SMILES: [CH3:1][O:2][C:3]([NH:5][C@H:6]([C:10]([OH:12])=[O:11])[CH:7]([CH3:9])[CH3:8])=[O:4].N[C@H:14](C(O)=O)[C@H](CC)C>>[CH3:1][O:2][C:3]([NH:5][C@@H:6]([C@@H:7]([CH3:9])[CH2:8][CH3:14])[C:10]([OH:12])=[O:11])=[O:4]. Procedure details: (2S,3S)-2-(methoxycarbonylamino)-3-methylpentanoic acid was synthesized similar to N-methoxycarbonyl-L-Valine, using L-isoleucine instead of L-Valine.